This data is from the Open Reaction Database (ORD), a public repository of structured organic reaction records. The task is: describe an organic reaction: reactants, conditions, products, and yield Starting materials: Cl.N[C@H]1CC[C@H](CC1)NC(=O)C1=C(NC=2C1=NC=CC2C2=C(C=CC(=C2)C)OCC2CC2)C (N-(cis-4-aminocyclohexyl)-7-[2-(cyclopropylmethoxy)-5-methylphenyl]-2-methyl-1H-pyrrolo[3,2-b]pyridine-3-carboxamide hydrochloride), C(C)(=O)O[C@H](C(=O)Cl)C ((2S)-1-chloro-1-oxopropan-2-yl acetate). Product: C1(CC1)COC1=C(C=C(C=C1)C)C1=C2C(=NC=C1)C(=C(N2)C)C(=O)N[C@@H]2CC[C@@H](CC2)NC([C@H](C)O)=O (7-[2-(Cyclopropylmethoxy)-5-methylphenyl]-N-(cis-4-{[(2S)-2-hydroxypropanoyl]amino}cyclohexyl)-2-methyl-1H-pyrrolo[3,2-b]pyridine-3-carboxamide). Reaction SMILES: Cl.[NH2:2][C@@H:3]1[CH2:8][CH2:7][C@H:6]([NH:9][C:10]([C:12]2[C:16]3=[N:17][CH:18]=[CH:19][C:20]([C:21]4[CH:26]=[C:25]([CH3:27])[CH:24]=[CH:23][C:22]=4[O:28][CH2:29][CH:30]4[CH2:32][CH2:31]4)=[C:15]3[NH:14][C:13]=2[CH3:33])=[O:11])[CH2:5][CH2:4]1.C([O:37][C@@H:38]([CH3:42])[C:39](Cl)=[O:40])(=O)C>>[CH:30]1([CH2:29][O:28][C:22]2[CH:23]=[CH:24][C:25]([CH3:27])=[CH:26][C:21]=2[C:20]2[CH:19]=[CH:18][N:17]=[C:16]3[C:12]([C:10]([NH:9][C@H:6]4[CH2:7][CH2:8][C@@H:3]([NH:2][C:39](=[O:40])[C@@H:38]([OH:37])[CH3:42])[CH2:4][CH2:5]4)=[O:11])=[C:13]([CH3:33])[NH:14][C:15]=23)[CH2:31][CH2:32]1 |f:0.1|. Procedure details: Starting from N-(cis-4-aminocyclohexyl)-7-[2-(cyclopropylmethoxy)-5-methylphenyl]-2-methyl-1H-pyrrolo[3,2-b]pyridine-3-carboxamide hydrochloride (example D.f20) and commercially available (2S)-1-chloro-1-oxopropan-2-yl acetate the title compound is obtained as colorless solid.